Dataset: the Open Reaction Database (ORD), a public repository of structured organic reaction records. Task: describe an organic reaction: reactants, conditions, products, and yield Reactants: ClC1=C(C(=O)O)C=CC=C1 (2-chlorobenzoic acid), C(CCCC)O (amyl alcohol), COC1=CC=C(C=C1)N (4-anisidine), C([O-])([O-])=O.[K+].[K+] (potassium carbonate). Reagents/catalysts: [Cu] (copper). Run at time 4 hour. The product is COC1=CC=C(C=C1)NC=1C(C(=O)O)=CC=CC1 (N-(4-Methoxyphenyl)anthranilic Acid). RXN SMILES: Cl[C:2]1[CH:10]=[CH:9][CH:8]=[CH:7][C:3]=1[C:4]([OH:6])=[O:5].[CH3:11][O:12][C:13]1[CH:18]=[CH:17][C:16]([NH2:19])=[CH:15][CH:14]=1.C(=O)([O-])[O-].[K+].[K+].C(O)CCCC>[Cu]>[CH3:11][O:12][C:13]1[CH:18]=[CH:17][C:16]([NH:19][C:2]2[C:3](=[CH:7][CH:8]=[CH:9][CH:10]=2)[C:4]([OH:6])=[O:5])=[CH:15][CH:14]=1 |f:2.3.4|. Procedure: A mixture of 80 g. 2-chlorobenzoic acid, 80 g. 4-anisidine, 80 g. potassium carbonate, 4 g. activated copper powder, and 800 ml. amyl alcohol was heated under reflux with efficient stirring for 4 hours. The amyl alcohol was removed by steam distillation and the remaining aqueous phase was filtered and made neutral by addition of 1:1 concentrated hydrochloric acid-water. The resulting solid (102 g.) was collected by filtration to give after recrystallization from isopropyl alcohol N-(4-methoxyphe...